Dataset: the Open Reaction Database (ORD), a public repository of structured organic reaction records. Task: describe an organic reaction: reactants, conditions, products, and yield Reactants: CSC1=NC(=O)C(=Cc2cc(C(C)(C)C)c(O)c(C(C)(C)C)c2)N1C, CCO, CC(C)(C)[O-], Cl, [K+], N=C(N)N, O. Yields the product CN1C(=Cc2cc(C(C)(C)C)c(O)c(C(C)(C)C)c2)C(=O)N=C1NC(=N)N. As a reaction SMILES: [CH3:1][C:2]([CH3:3])([CH3:4])[c:5]1[cH:6][c:7]([CH:16]=[C:17]2[C:18](=[O:25])[N:19]=[C:20]([S:23][CH3:24])[N:21]2[CH3:22])[cH:8][c:9]([C:12]([CH3:13])([CH3:14])[CH3:15])[c:10]1[OH:11].[CH3:31][CH2:32][OH:33].[CH3:34][C:35]([CH3:36])([O-:37])[CH3:38].[ClH:26].[K+:39].[NH2:27][C:28](=[NH:29])[NH2:30].[OH2:40]>>[CH3:1][C:2]([CH3:3])([CH3:4])[c:5]1[cH:6][c:7]([CH:16]=[C:17]2[C:18](=[O:25])[N:19]=[C:20]([NH:29][C:28](=[NH:27])[NH2:30])[N:21]2[CH3:22])[cH:8][c:9]([C:12]([CH3:13])([CH3:14])[CH3:15])[c:10]1[OH:11].